Dataset: the Open Reaction Database (ORD), a public repository of structured organic reaction records. Task: describe an organic reaction: reactants, conditions, products, and yield Reactants: O=C1SC2=C(N1)C=CC(=C2)NC(C(=O)O)=O (N-(2-oxo-2,3-dihydro-benzothiazol-6-yl)-oxalamic acid), ClC1=CC=C(CC2CCNCC2)C=C1 (4-(4-chloro-benzyl)-piperidine), C(C)OCC (diethylether). Yields the product ClC1=CC=C(OC2CCN(CC2)C(C(=O)NC2=CC3=C(NC(S3)=O)C=C2)=O)C=C1 (2-[4-(4-Chloro-phenoxy)-piperidin-1-yl]-2-oxo-N-(2-oxo-2,3-dihydro-benzothiazol-6-yl)-acetamide). RXN SMILES: [O:1]=[C:2]1[NH:6][C:5]2[CH:7]=[CH:8][C:9]([NH:11][C:12](=[O:16])[C:13]([OH:15])=O)=[CH:10][C:4]=2[S:3]1.[Cl:17][C:18]1[CH:30]=[CH:29][C:21](CC2CCNCC2)=[CH:20][CH:19]=1.C([O:33][CH2:34][CH3:35])C>>[Cl:17][C:18]1[CH:19]=[CH:20][C:21]([O:33][CH:34]2[CH2:35][CH2:2][N:6]([C:13](=[O:15])[C:12]([NH:11][C:9]3[CH:8]=[CH:7][C:5]4[NH:6][C:2](=[O:1])[S:3][C:4]=4[CH:10]=3)=[O:16])[CH2:5][CH2:4]2)=[CH:29][CH:30]=1. Procedure: The title compound is prepared from N-(2-oxo-2,3-dihydro-benzothiazol-6-yl)-oxalamic acid (Example 61b) and 4-(4-chloro-benzyl)-piperidine according to the method described in Example 1c. Melting Point: 245-247° C. (diethylether) The reactants are CN(C)C(=[N+](C)C)ON1C2=C(C=CC=C2)N=N1.[B-](F)(F)(F)F (TBTU), C(C)(C)N(C(C)C)CC (N,N-diisopropylethyl amine), N[C@H]1[C@@H](CCCC1)O ((1R,2R)-2-amino-cyclohexanol), BrC=1C(=NC=C(C(=O)O)C1)OCC(F)(F)F (5-Bromo-6-(2,2,2-trifluoro-ethoxy)-nicotinic acid). Run in CN(C)C=O (DMF). Reaction conditions: time 3 hour. The product is BrC=1C(=NC=C(C(=O)N[C@H]2[C@@H](CCCC2)O)C1)OCC(F)(F)F (5-Bromo-N-((1R,2R)-2-hydroxy-cyclohexyl)-6-(2,2,2-trifluoro-ethoxy)-nicotinamide). Isolated yield 80.5%. RXN SMILES: [Br:1][C:2]1[C:3]([O:11][CH2:12][C:13]([F:16])([F:15])[F:14])=[N:4][CH:5]=[C:6]([CH:10]=1)[C:7]([OH:9])=O.CN(C(ON1N=NC2C=CC=CC1=2)=[N+](C)C)C.[B-](F)(F)(F)F.C(N(CC)C(C)C)(C)C.[NH2:48][C@@H:49]1[CH2:54][CH2:53][CH2:52][CH2:51][C@H:50]1[OH:55]>CN(C=O)C>[Br:1][C:2]1[C:3]([O:11][CH2:12][C:13]([F:16])([F:15])[F:14])=[N:4][CH:5]=[C:6]([CH:10]=1)[C:7]([NH:48][C@@H:49]1[CH2:54][CH2:53][CH2:52][CH2:51][C@H:50]1[OH:55])=[O:9] |f:1.2|. Reported procedure: 5-Bromo-6-(2,2,2-trifluoro-ethoxy)-nicotinic acid (50.0 g, 0.166 mol) was dissolved in DMF (600 mL). To the solution was added TBTU (58.9 g, 0.183 mol), N,N-diisopropylethyl amine (142.6 mL, 0.83 mol) and (1R,2R)-2-amino-cyclohexanol (21.1 g, 0.183 mol). The reaction mixture was stirred for 3 h at room temperature. The solvent was evaporated in vacuo, the residue was dissolved in a mixture of ethyl acetate (1200 mL) and THF (300 mL). The solution was washed twice with water (700 mL) and the wate... Starting materials: C1(=CC=CC=C1)C1=C2CC(CC2=CC=C1)=O (4-phenyl-2-indanone), [BH4-].[Na+] (sodium borohydride). Run in C(C)O (ethanol). Reaction conditions: time 1.5 hour. Yields the product C1(=CC=CC=C1)C1=C2CC(CC2=CC=C1)O (4-phenyl-2-indanol). Reaction SMILES: [C:1]1([C:7]2[CH:15]=[CH:14][CH:13]=[C:12]3[C:8]=2[CH2:9][C:10](=[O:16])[CH2:11]3)[CH:6]=[CH:5][CH:4]=[CH:3][CH:2]=1.[BH4-].[Na+]>C(O)C>[C:1]1([C:7]2[CH:15]=[CH:14][CH:13]=[C:12]3[C:8]=2[CH2:9][CH:10]([OH:16])[CH2:11]3)[CH:2]=[CH:3][CH:4]=[CH:5][CH:6]=1 |f:1.2|. Reported procedure: To a stirred mixture of 0.30 g (0.0014 mole) of 4-phenyl-2-indanone in 10 ml of ethanol was added portion-wise 0.03 g (0.0008 mole) of sodium borohydride. The resulting yellow colored solution was stirred at ambient temperature for 1.5 hours, then concentrated, and 50 ml of water was added. The mixture was extracted with two portions of 50 ml each of diethyl ether. The extracts were combined, dried with sodium sulfate, filtered and the filtrate concentrated under reduced pressure to give, after ... The reactants are C1(=CC=CC=C1)C[C@@H](C)O ((2R)-1-Phenyl-2-propanol), C1(=CC=C(C=C1)S(=O)(=O)Cl)C (p-toluenesulfonyl chloride), Cl (hydrochloric acid). The solvent is N1=CC=CC=C1 (pyridine). Reaction conditions: temperature 0 celsius, time 30 minute. Product: C1(=CC=CC=C1)C[C@@H](C)OS(=O)(=O)C1=CC=C(C=C1)C ((2R)-1-Phenyl-2-(p-toluenesulfonyloxy)propane). The yield is 89.6%. Reaction SMILES: [C:1]1([CH2:7][C@H:8]([OH:10])[CH3:9])[CH:6]=[CH:5][CH:4]=[CH:3][CH:2]=1.[C:11]1([CH3:21])[CH:16]=[CH:15][C:14]([S:17](Cl)(=[O:19])=[O:18])=[CH:13][CH:12]=1.Cl>N1C=CC=CC=1>[C:1]1([CH2:7][C@H:8]([O:10][S:17]([C:14]2[CH:15]=[CH:16][C:11]([CH3:21])=[CH:12][CH:13]=2)(=[O:19])=[O:18])[CH3:9])[CH:6]=[CH:5][CH:4]=[CH:3][CH:2]=1. Procedure: (2R)-1-Phenyl-2-propanol (0.5 ml, 3.65 mmol) was added dropwise to a solution of p-toluenesulfonyl chloride (0.73 g, 3.83 mmol) in pyridine) (3 ml) at 0° C. The mixture was stirred at 0° C. under nitrogen for 30 minutes then at room temperature overnight. The reaction mixture was poured into 2M hydrochloric acid (75 ml) and extracted with diethyl ether (2×50 ml). The extracts were washed with 2M hydrochloric acid (50 ml), saturated sodium hydrogen carbonate (50 ml) and brine (50 ml), combined, d... Reactants: 0.3, C(C1=CC=CC=C1)[C@H]1N(CC[C@@H](C1)N(C(C(F)(F)F)=O)CC1=CC=NC2=CC=CC=C12)C(=O)[C@@H]1CC2=C(NC3=CC=CC=C23)CN1 ((2R*,4S*)-2-benzyl-1-((3S)-(2,3,4,9-tetrahydro-1H-pyrido[3,4-b]indol-3-yl)carbonyl)-N-(4-quinolylmethyl)-N-trifluoroacetyl-4-piperidinamine), [BH4-].[Na+] (sodium borohydride). Product: C(C1=CC=CC=C1)[C@H]1N(CC[C@@H](C1)NCC1=CC=NC2=CC=CC=C12)C(=O)[C@@H]1CC2=C(NC3=CC=CC=C23)CN1 ((2R*,4S*)-2-benzyl-1-((3S)-(2,3,4,9-tetrahydro-1H-pyrido[3,4-b]indol-3-yl)carbonyl)-N-(4-quinolylmethyl)-4-piperidinamine). As a reaction SMILES: [CH2:1]([C@@H:8]1[CH2:13][C@@H:12]([N:14]([CH2:21][C:22]2[C:31]3[C:26](=[CH:27][CH:28]=[CH:29][CH:30]=3)[N:25]=[CH:24][CH:23]=2)C(=O)C(F)(F)F)[CH2:11][CH2:10][N:9]1[C:32]([C@H:34]1[NH:46][CH2:45][C:37]2[NH:38][C:39]3[C:44]([C:36]=2[CH2:35]1)=[CH:43][CH:42]=[CH:41][CH:40]=3)=[O:33])[C:2]1[CH:7]=[CH:6][CH:5]=[CH:4][CH:3]=1.[BH4-].[Na+]>>[CH2:1]([C@@H:8]1[CH2:13][C@@H:12]([NH:14][CH2:21][C:22]2[C:31]3[C:26](=[CH:27][CH:28]=[CH:29][CH:30]=3)[N:25]=[CH:24][CH:23]=2)[CH2:11][CH2:10][N:9]1[C:32]([C@H:34]1[NH:46][CH2:45][C:37]2[NH:38][C:39]3[C:44]([C:36]=2[CH2:35]1)=[CH:43][CH:42]=[CH:41][CH:40]=3)=[O:33])[C:2]1[CH:3]=[CH:4][CH:5]=[CH:6][CH:7]=1 |f:1.2|. Procedure: 197 mg (0.3 15 mmol) of the mixture of (2R*,4S*)-2-benzyl-1-((3S)-(2,3,4,9-tetrahydro-1H-pyrido[3,4-b]indol-3-yl)carbonyl)-N-(4-quinolylmethyl)-N-trifluoroacetyl-4-piperidinamine diastereomers are reacted with 48 mg (1.26 mmol) of sodium borohydride in analogy to Example 2. The title compound ##STR47## is obtained as mixture of diastereomers in the form of white foam. TLC: methylene chloride/methanol/conc. ammonia (350:50:1) Rf =0.50, FD-MS: M+ =529. Starting materials: solid, Cl.Cl.Cl.O1C=CC=2C1=C(N=CC2)N2CCN(CC2)CCC2CCC(CC2)N (4-[2-(4-furo[2,3-c]pyridin-7-yl-piperazin-1-yl)-ethyl]-cyclohexylamine trihydrochloride), Cl.Cl.Cl.O1C=CC=2C1=C(N=CC2)N2CCN(CC2)CCC2CCC(CC2)N (4-[2-(4-furo[2,3-c]pyridin-7-yl-piperazin-1-yl)-ethyl]-cyclohexylamine trihydrochloride), C(CC)(=O)O (propionic acid). Product: O1C=CC=2C1=C(N=CC2)N2CCN(CC2)CC[C@@H]2CC[C@H](CC2)NC(CC)=O (trans-N-{4-[2-(4-Furo[2,3-c]pyridin-7-yl-piperazin-1-yl)-ethyl]-cyclohexyl}-propionamide). Reaction SMILES: Cl.Cl.Cl.[O:4]1[C:8]2=[C:9]([N:13]3[CH2:18][CH2:17][N:16]([CH2:19][CH2:20][CH:21]4[CH2:26][CH2:25][CH:24]([NH2:27])[CH2:23][CH2:22]4)[CH2:15][CH2:14]3)[N:10]=[CH:11][CH:12]=[C:7]2[CH:6]=[CH:5]1.[C:28](O)(=[O:31])[CH2:29][CH3:30]>>[O:4]1[C:8]2=[C:9]([N:13]3[CH2:18][CH2:17][N:16]([CH2:19][CH2:20][C@H:21]4[CH2:26][CH2:25][C@H:24]([NH:27][C:28](=[O:31])[CH2:29][CH3:30])[CH2:23][CH2:22]4)[CH2:15][CH2:14]3)[N:10]=[CH:11][CH:12]=[C:7]2[CH:6]=[CH:5]1 |f:0.1.2.3|. Procedure: The title compound, white solid (64 mg, 83%), MS (ISP) m/z=385.4 [(M+H)+], mp 187.5° C., was prepared in accordance with the general method of example 6 from 4-[2-(4-furo[2,3-c]pyridin-7-yl-piperazin-1-yl)-ethyl]-cyclohexylamine trihydrochloride (intermediate C) (88 mg, 0.2 mmol) and propionic acid. The reactants are C(C)(=O)C1=C(C(=C(OCC2=CC=C(C=C2)C(NC(C)=O)C2=CC(=CC=C2)C2=NN=NN2)C=C1)CCC)O (N-{[4-(4-acetyl-3-hydroxy-2-propyl-phenoxymethyl)-phenyl]-[3-(1H-tetrazol-5-yl)-phenyl]-methyl}-acetamide), C(C)(=O)C1=C(C(=C(OCC2=CC=C(C=C2)C(C=2C=C(C(=O)O)C=CC2)N)C=C1)CCC)O (3-{[4-(4-Acetyl-3-hydroxy-2-propyl-phenoxymethyl)-phenyl]-amino-methyl}-benzoic acid). Yields the product C(C)(=O)NC(C=1C=C(C(=O)O)C=CC1)C1=CC=C(C=C1)COC1=C(C(=C(C=C1)C(C)=O)O)CCC (3-{acetylamino-[4-(4-acetyl-3-hydroxy-2-propyl-phenoxymethyl)-phenyl]-methyl}-benzoic Acid), solid. The yield is 48.0%. Reaction SMILES: [C:1](C1C=CC(OCC2C=CC(C(C3C=CC=C(C4NN=NN=4)C=3)NC(=O)C)=CC=2)=C(CCC)C=1O)(=[O:3])[CH3:2].[C:38]([C:41]1[CH:65]=[CH:64][C:44]([O:45][CH2:46][C:47]2[CH:52]=[CH:51][C:50]([CH:53]([NH2:63])[C:54]3[CH:55]=[C:56]([CH:60]=[CH:61][CH:62]=3)[C:57]([OH:59])=[O:58])=[CH:49][CH:48]=2)=[C:43]([CH2:66][CH2:67][CH3:68])[C:42]=1[OH:69])(=[O:40])[CH3:39]>>[C:1]([NH:63][CH:53]([C:50]1[CH:49]=[CH:48][C:47]([CH2:46][O:45][C:44]2[CH:64]=[CH:65][C:41]([C:38](=[O:40])[CH3:39])=[C:42]([OH:69])[C:43]=2[CH2:66][CH2:67][CH3:68])=[CH:52][CH:51]=1)[C:54]1[CH:55]=[C:56]([CH:60]=[CH:61][CH:62]=1)[C:57]([OH:59])=[O:58])(=[O:3])[CH3:2]. Procedure: The title compound is prepared in a similar manner to N-{[4-(4-acetyl-3-hydroxy-2-propyl-phenoxymethyl)-phenyl]-[3-(1H-tetrazol-5-yl)-phenyl]-methyl}-acetamide employing 3-{[4-(4-Acetyl-3-hydroxy-2-propyl-phenoxymethyl)-phenyl]-amino-methyl}-benzoic acid to give a white solid (48%). 1H NMR (DMSO-d6) δ 13.01 (bs, 1H), 12.86 (s, 1H), 8.89 (d, 1H), 7.80-7.88 (m, 3H), 7.37-7.57 (m, 6H), 6.72 (d, 1H), 6.20 (d, 1H), 5.25 (s, 2H), 2.57-2.62 (m, 5H), 1.95 (s, 3H), 1.46-1.53 (m, 2H), 0.88 (t, 3H). LCMS M... The yield is 50.4%. Reactants: ClC1=C(C(=O)NC2=CC=CC3=C2OC(=C3C(C)(C)O)C)C(=CC=C1)Cl (7-(2,6-dichlorobenzoylamino)-3-(1-hydroxy-1-methylethyl)-2-methylbenzo[b]furan), Cl (hydrogenchloride). The product is ClC1=C(C(=O)NC2=CC=CC3=C2OC(=C3C(=C)C)C)C(=CC=C1)Cl (7-(2,6-dichlorobenzoylamino)-2-methyl-3-(1-methylvinyl)benzo[b]furan). The solvent is C(C)(=O)OCC (ethyl acetate). Reaction SMILES: [Cl:1][C:2]1[CH:24]=[CH:23][CH:22]=[C:21]([Cl:25])[C:3]=1[C:4]([NH:6][C:7]1[C:12]2[O:13][C:14]([CH3:20])=[C:15]([C:16](O)([CH3:18])[CH3:17])[C:11]=2[CH:10]=[CH:9][CH:8]=1)=[O:5].Cl>C(OCC)(=O)C>[Cl:1][C:2]1[CH:24]=[CH:23][CH:22]=[C:21]([Cl:25])[C:3]=1[C:4]([NH:6][C:7]1[C:12]2[O:13][C:14]([CH3:20])=[C:15]([C:16]([CH3:18])=[CH2:17])[C:11]=2[CH:10]=[CH:9][CH:8]=1)=[O:5]. Procedure details: A solution of 7-(2,6-dichlorobenzoylamino)-3-(1-hydroxy-1-methylethyl)-2-methylbenzo[b]furan (150 mg) in 4N-hydrogenchloride in ethyl acetate was refluxed for 2 hours. The reaction mixture was concentrated in vacuo and the residue was purified by column chromatography on silica gel. The obtained oil was crystallized from a mixture of diethyl ether and hexane to give 7-(2,6-dichlorobenzoylamino)-2-methyl-3-(1-methylvinyl)benzo[b]furan (72 mg).